This data is from the Open Reaction Database (ORD), a public repository of structured organic reaction records. The task is: describe an organic reaction: reactants, conditions, products, and yield Starting materials: CC(C)(C)[Si](Cl)(c1ccccc1)c1ccccc1, CC(CO)NC(=O)OCc1ccccc1, CN(C)C=O, c1c[nH]cn1. Product: CC(CO[Si](c1ccccc1)(c1ccccc1)C(C)(C)C)NC(=O)OCc1ccccc1. RXN SMILES: [C:16]([CH3:17])([CH3:18])([CH3:19])[Si:20]([c:21]1[cH:22][cH:23][cH:24][cH:25][cH:26]1)([c:27]1[cH:28][cH:29][cH:30][cH:31][cH:32]1)[Cl:33].[CH2:1]([c:2]1[cH:3][cH:4][cH:5][cH:6][cH:7]1)[O:8][C:9]([NH:10][CH:11]([CH3:12])[CH2:13][OH:14])=[O:15].[CH3:39][N:40]([CH3:41])[CH:42]=[O:43].[nH:34]1[cH:35][cH:36][n:37][cH:38]1>>[CH2:1]([c:2]1[cH:3][cH:4][cH:5][cH:6][cH:7]1)[O:8][C:9]([NH:10][CH:11]([CH3:12])[CH2:13][O:14][Si:20]([C:16]([CH3:17])([CH3:18])[CH3:19])([c:21]1[cH:22][cH:23][cH:24][cH:25][cH:26]1)[c:27]1[cH:28][cH:29][cH:30][cH:31][cH:32]1)=[O:15]. The reactants are C(#N)C=1C=CC2=C([C@H]([C@@H](C(O2)(COC)COC)O)NC2=NC=CC=C2)C1 ((-)-(3S,4R)-6-Cyano-3,4-dihydro-2,2-bis(methoxymethyl)-4-(2-pyridylamino)-2H-1-benzopyran-3-ol), ClC1=CC(=CC=C1)C(=O)OO (m-chloroperbenzoic acid). Run in ClCCl (dichloromethane), ClCCl (Dichloromethane). Conditions: time 1.5 hour. Yields the product C(#N)C=1C=CC2=C([C@H]([C@@H](C(O2)(COC)COC)O)NC2=[N+](C=CC=C2)[O-])C1 ((+)-2-[(3S,4R)-6-Cyano-3,4-dihydro-2,2-bis(methoxymethyl)-3-hydroxy-2H-1-benzopyran-4-ylamino]-pyridine-N-oxide). Isolated yield 59.2%. Reaction SMILES: [C:1]([C:3]1[CH:4]=[CH:5][C:6]2[O:11][C:10]([CH2:15][O:16][CH3:17])([CH2:12][O:13][CH3:14])[C@@H:9]([OH:18])[C@H:8]([NH:19][C:20]3[CH:25]=[CH:24][CH:23]=[CH:22][N:21]=3)[C:7]=2[CH:26]=1)#[N:2].ClC1C=CC=C(C(OO)=[O:35])C=1>ClCCl>[C:1]([C:3]1[CH:4]=[CH:5][C:6]2[O:11][C:10]([CH2:12][O:13][CH3:14])([CH2:15][O:16][CH3:17])[C@@H:9]([OH:18])[C@H:8]([NH:19][C:20]3[CH:25]=[CH:24][CH:23]=[CH:22][N+:21]=3[O-:35])[C:7]=2[CH:26]=1)#[N:2]. Reported procedure: (-)-(3S,4R)-6-Cyano-3,4-dihydro-2,2-bis(methoxymethyl)-4-(2-pyridylamino)-2H-1-benzopyran-3-ol (152 mg, 0.43 mmol) obtained in Example 42 was dissolved in dichloromethane (5 ml), and m-chloroperbenzoic acid (150 mg, purity 80%) was added under ice-cooling. The mixture was stirred for 1.5 hours. Dichloromethane was added to the reaction mixture, and the mixture was washed with saturated brine and dried over anhydrous sodium sulfate. The solvent was distilled away and the residue obtained was puri... Reactants: Cl (HCl), O1CCOCC1 (dioxane), ClC1=NC=CC(=C1C=1NC2=C(N1)C(=CC(=C2)N2CC1(CCC2)CNCCC1)C)I (2-[2-(2-chloro-4-iodo-pyridin-3-yl)-7-methyl-3H-benzoimidazol-5-yl]-2,8-diaza-spiro[5.5]undecane). The solvent is O (H2O). Conditions: temperature 85 celsius. Yields the product ClC1=C(C(NC=C1)=O)C1=NC2=C(N1)C=C(C=C2C)N2CC1(CCC2)CNCCC1 (4-Chloro-3-[6-(2,8-diaza-spiro[5.5]undec-2-yl)-4-methyl-1H-benzoimidazol-2-yl]-1H-pyridin-2-one). Isolated yield 27.0%. RXN SMILES: Cl[C:2]1[C:7]([C:8]2[NH:9][C:10]3[CH:16]=[C:15]([N:17]4[CH2:22][CH2:21][CH2:20][C:19]5([CH2:27][CH2:26][CH2:25][NH:24][CH2:23]5)[CH2:18]4)[CH:14]=[C:13]([CH3:28])[C:11]=3[N:12]=2)=[C:6](I)[CH:5]=[CH:4][N:3]=1.[ClH:30].[O:31]1CCOCC1>O>[Cl:30][C:6]1[CH:5]=[CH:4][NH:3][C:2](=[O:31])[C:7]=1[C:8]1[NH:9][C:10]2[CH:16]=[C:15]([N:17]3[CH2:22][CH2:21][CH2:20][C:19]4([CH2:27][CH2:26][CH2:25][NH:24][CH2:23]4)[CH2:18]3)[CH:14]=[C:13]([CH3:28])[C:11]=2[N:12]=1. Reported procedure: To a suspension of 2-[2-(2-chloro-4-iodo-pyridin-3-yl)-7-methyl-3H-benzoimidazol-5-yl]-2,8-diaza-spiro[5.5]undecane (144 mg, 0.28 mmol) in H2O (1.5 mL) was added a solution of HCl in dioxane (4 M, 20 mL, 80 mmol). After it was heated at 85° C. for 18 h, the reaction mixture was evaporated to dryness under reduced pressure. The residue was purified by chromatography (50:10:1 CH2Cl2/MeOH/28% aqueous NH4OH) to afford the title compound (16 mg, 27%). 1H NMR (MeOH-d4) δ 1.35-1.82 (8H), 2.54 (s, 3H), ... The reactants are CC1=NC=CC=C1C=1CCN(CC1)C(=O)OC(C)(C)C (tert-Butyl 4-(2-methyl-3-pyridyl)-3,6-dihydro-2H-pyridine-1-carboxylate). Run in C(C)O (ethanol), [H][H] (hydrogen). The product is CC1=NC=CC=C1C1CCN(CC1)C(=O)OC(C)(C)C (tert-Butyl 4-(2-methyl-3-pyridyl)piperidine-1-carboxylate). Isolated yield 47.4%. RXN SMILES: [CH3:1][C:2]1[C:7]([C:8]2[CH2:9][CH2:10][N:11]([C:14]([O:16][C:17]([CH3:20])([CH3:19])[CH3:18])=[O:15])[CH2:12][CH:13]=2)=[CH:6][CH:5]=[CH:4][N:3]=1>C(O)C.[H][H]>[CH3:1][C:2]1[C:7]([CH:8]2[CH2:13][CH2:12][N:11]([C:14]([O:16][C:17]([CH3:20])([CH3:19])[CH3:18])=[O:15])[CH2:10][CH2:9]2)=[CH:6][CH:5]=[CH:4][N:3]=1. Procedure details: tert-Butyl 4-(2-methyl-3-pyridyl)-3,6-dihydro-2H-pyridine-1-carboxylate (209 mg, 0.76 mmol) was dissolved in ethanol (42 ml) and hydrogenated in a H-cube hydrogen generator with a flow of 1 ml/min and at a temperature of 70° C. The mixture was evaporated under reduced pressure, the residue was purified by preparative HPLC (Waters X-Bridge, gradient of water containing 0.1% NH3 and acetonitrile) to yield 100 mg of a colourless solid (0.36 mmol, yield 47%). MS (ESI) m/z=277.2 [M+1]+. Starting materials: CC(Br)c1ccc(F)cc1, O=C1NCCc2c(Br)cccc21, CN(C)C=O, CCOC(C)=O, [H-], [Na+], O. The product is CC(c1ccc(F)cc1)N1CCc2c(Br)cccc2C1=O. RXN SMILES: [Br:15][CH:16]([CH3:17])[c:18]1[cH:19][cH:20][c:21]([F:24])[cH:22][cH:23]1.[Br:1][c:2]1[c:3]2[c:8]([cH:9][cH:10][cH:11]1)[C:7](=[O:12])[NH:6][CH2:5][CH2:4]2.[CH3:26][N:27]([CH3:28])[CH:29]=[O:30].[CH3:31][CH2:32][O:33][C:34](=[O:35])[CH3:36].[H-:13].[Na+:14].[OH2:25]>>[Br:1][c:2]1[c:3]2[c:8]([cH:9][cH:10][cH:11]1)[C:7](=[O:12])[N:6]([CH:16]([CH3:17])[c:18]1[cH:19][cH:20][c:21]([F:24])[cH:22][cH:23]1)[CH2:5][CH2:4]2. The reactants are C(C)(C)(C)OC(=O)N[C@@H](C(C)(C)C=1OCC(N1)C(=O)OC)C (methyl 2-((R)-3-((tert-butoxycarbonyl)amino)-2-methylbutan-2-yl)-4,5-dihydrooxazole-4-carboxylate), C1CC(=O)N(C1=O)Br (NBS). The solvent is O (water), C(Cl)(Cl)(Cl)Cl (CCl4). Reaction conditions: temperature 85 celsius, time 30 minute. The product is C(C)(C)(C)OC(=O)N[C@@H](C(C)(C)C=1OC=C(N1)C(=O)OC)C ((R)-methyl 2-(3-((tert-butoxycarbonyl)amino)-2-methylbutan-2-yl)oxazole-4-carboxylate). Yield: 60.4%. RXN SMILES: [C:1]([O:5][C:6]([NH:8][C@H:9]([CH3:22])[C:10]([C:13]1[O:14][CH2:15][CH:16]([C:18]([O:20][CH3:21])=[O:19])[N:17]=1)([CH3:12])[CH3:11])=[O:7])([CH3:4])([CH3:3])[CH3:2].C1C(=O)N(Br)C(=O)C1>C(Cl)(Cl)(Cl)Cl.O>[C:1]([O:5][C:6]([NH:8][C@H:9]([CH3:22])[C:10]([C:13]1[O:14][CH:15]=[C:16]([C:18]([O:20][CH3:21])=[O:19])[N:17]=1)([CH3:12])[CH3:11])=[O:7])([CH3:2])([CH3:3])[CH3:4]. Procedure details: To a solution of methyl 2-((R)-3-((tert-butoxycarbonyl)amino)-2-methylbutan-2-yl)-4,5-dihydrooxazole-4-carboxylate (2.0 g, 6.36 mmol) in CCl4 (180 mL) was added NBS (3.96 g, 22.27 mmol) at RT. The reaction mixture was heated to 85° C. and stirred for 30 min. It was then diluted with water and extracted with CCl4 (3×50 mL). The combined organic layers were dried over anhydrous Na2SO4 and the solvent was removed under vacuum. Crude product was purified by ELSD combiflash (120 g silica column, 40% ...